From a dataset of the Open Reaction Database (ORD), a public repository of structured organic reaction records. describe an organic reaction: reactants, conditions, products, and yield Reactants: CCOC(=O)C1CCCCC1=O, C1CCOC1, C[Si](C)(C)[N-][Si](C)(C)C, CON(C)C(=O)c1ccc(Cl)cc1, [Li+]. The product is CCOC(=O)C1CCCC(C(=O)c2ccc(Cl)cc2)C1=O. Reaction SMILES: [CH2:11]([CH3:12])[O:13][C:14](=[O:15])[CH:16]1[C:17](=[O:22])[CH2:18][CH2:19][CH2:20][CH2:21]1.[CH2:36]1[O:37][CH2:38][CH2:39][CH2:40]1.[CH3:2][Si:3]([N-:4][Si:5]([CH3:6])([CH3:7])[CH3:8])([CH3:9])[CH3:10].[Cl:23][c:24]1[cH:25][cH:26][c:27]([C:28](=[O:29])[N:30]([O:31][CH3:32])[CH3:33])[cH:34][cH:35]1.[Li+:1]>>[CH2:11]([CH3:12])[O:13][C:14](=[O:15])[CH:16]1[C:17](=[O:22])[CH:18]([C:28]([c:27]2[cH:26][cH:25][c:24]([Cl:23])[cH:35][cH:34]2)=[O:29])[CH2:19][CH2:20][CH2:21]1.